Dataset: the Open Reaction Database (ORD), a public repository of structured organic reaction records. Task: describe an organic reaction: reactants, conditions, products, and yield Conditions: time 4.5 hour. The product is CC1(CCCC=C1C1=C(C=CC(=C1)CO)C1=C(C=CC(=C1)OC)F)C ((2-(6,6-Dimethyl-1-cyclohexen-1-yl)-2′-fluoro-5′-(methyloxy)-1,1′-biphenyl-4-yl)methanol). The yield is 90.2%. The reactants are CC1(CCCC=C1C1=C(C=CC(=C1)C(=O)OC)C1=C(C=CC(=C1)OC)F)C (Methyl 2-(6,6-dimethyl-1-cyclohexen-1-yl)-2′-fluoro-5′-(methyloxy)-1,1′-biphenyl-4-carboxylate), C1CCOC1 (THF), [H-].[H-].[H-].[H-].[Li+].[Al+3] (LAH), [OH-].[Na+] (NaOH). Procedure: To a stirred solution of T12.6 (0.300 g, 0.814 mmol) in THF (0.0587 g, 0.814 mmol) at 0° C. was added LAH (1.63 mL, 1.63 mmol, 1.0M). The resulting mixture was stirred for 4.5 hours. Next, 1N NaOH(aq) was added to quench the mixture. The reaction was extracted three times with EtOAc. The combined organic layers were dried over anhydrous magnesium sulfate and filtered. The organic solvent was removed under reduced pressure, and the product was purified on silica gel (0-20% EtOAc in hexanes) to yi... As a reaction SMILES: [CH3:1][C:2]1([CH3:27])[C:7]([C:8]2[CH:13]=[C:12]([C:14](OC)=[O:15])[CH:11]=[CH:10][C:9]=2[C:18]2[CH:23]=[C:22]([O:24][CH3:25])[CH:21]=[CH:20][C:19]=2[F:26])=[CH:6][CH2:5][CH2:4][CH2:3]1.C1COCC1.[H-].[H-].[H-].[H-].[Li+].[Al+3].[OH-].[Na+]>>[CH3:1][C:2]1([CH3:27])[C:7]([C:8]2[CH:13]=[C:12]([CH2:14][OH:15])[CH:11]=[CH:10][C:9]=2[C:18]2[CH:23]=[C:22]([O:24][CH3:25])[CH:21]=[CH:20][C:19]=2[F:26])=[CH:6][CH2:5][CH2:4][CH2:3]1 |f:2.3.4.5.6.7,8.9|. Yields the product C(C)(C)(C)C=1N=C(C2=C(N1)N(N=N2)CC2=C(C=CC=C2)Cl)N2CCCCC2 (5-tert-Butyl-3-(2-chloro-benzyl)-7-piperidin-1-yl-3H-[1,2,3]triazolo[4,5-d]pyrimidine), solid. Yield: 55.0%. Reported procedure: In analogy to the procedure described for the synthesis of 5-tert-butyl-3-(2-chloro-benzyl)-7-morpholin-4-yl-3H-[1,2,3]triazolo[4,5-d]pyrimidine (example 1, step c), the title compound was prepared from 5-tert-butyl-7-chloro-3-(2-chlorobenzyl)-3H-[1,2,3]triazolo[4,5-d]pyrimidine and piperidine and isolated as light-yellow solid (10.0 mg, 55%). MS (m/e): 385.4 (MH+). Reaction SMILES: [C:1]([C:5]1[N:6]=[C:7]([N:22]2[CH2:27][CH2:26]O[CH2:24][CH2:23]2)[C:8]2[N:13]=[N:12][N:11]([CH2:14][C:15]3[CH:20]=[CH:19][CH:18]=[CH:17][C:16]=3[Cl:21])[C:9]=2[N:10]=1)([CH3:4])([CH3:3])[CH3:2].[C:28](C1N=C(Cl)C2N=NN(CC3C=CC=CC=3Cl)C=2N=1)(C)(C)C.N1CCCCC1>>[C:1]([C:5]1[N:6]=[C:7]([N:22]2[CH2:27][CH2:26][CH2:28][CH2:24][CH2:23]2)[C:8]2[N:13]=[N:12][N:11]([CH2:14][C:15]3[CH:20]=[CH:19][CH:18]=[CH:17][C:16]=3[Cl:21])[C:9]=2[N:10]=1)([CH3:4])([CH3:3])[CH3:2]. Reactants: C(C)(C)(C)C=1N=C(C2=C(N1)N(N=N2)CC2=C(C=CC=C2)Cl)N2CCOCC2 (5-tert-Butyl-3-(2-chloro-benzyl)-7-morpholin-4-yl-3H-[1,2,3]triazolo[4,5-d]pyrimidine), C(C)(C)(C)C=1N=C(C2=C(N1)N(N=N2)CC2=C(C=CC=C2)Cl)Cl (5-tert-butyl-7-chloro-3-(2-chlorobenzyl)-3H-[1,2,3]triazolo[4,5-d]pyrimidine), N1CCCCC1 (piperidine). The reactants are [Na] (sodium), COCCOC (1,2-dimethoxyethan), C(CO)O (ethyleneglycol), ClC1=C(C(=NC=N1)NS(NC1=CC=C(C=C1)C)(=O)=O)C1=CC=C(C=C1)C (4-methyl-phenyl sulfamic acid-[6-chloro-5-(p-tolyl)-4-pyrimidinyl]-amide), [Na] (sodium). Run in CN(C)C=O (DMF). Run at time 4 day. The product is OCCOC1=C(C(=NC=N1)NS(NC1=CC=C(C=C1)C)(=O)=O)C1=CC=C(C=C1)C (4-methyl-phenyl sulfamic acid-[6-(2-hydroxy-ethoxy)-5-(p-tolyl)-4-pyrimidinyl]-amide). As a reaction SMILES: [CH3:1][O:2][CH2:3][CH2:4][O:5]C.C(O)CO.[Na].ClC1[N:18]=[CH:17][N:16]=[C:15]([NH:19][S:20](=[O:30])(=[O:29])[NH:21][C:22]2[CH:27]=[CH:26][C:25]([CH3:28])=[CH:24][CH:23]=2)[C:14]=1[C:31]1[CH:36]=[CH:35][C:34]([CH3:37])=[CH:33][CH:32]=1>CN(C=O)C>[OH:5][CH2:4][CH2:3][O:2][C:1]1[N:18]=[CH:17][N:16]=[C:15]([NH:19][S:20](=[O:29])(=[O:30])[NH:21][C:22]2[CH:23]=[CH:24][C:25]([CH3:28])=[CH:26][CH:27]=2)[C:14]=1[C:31]1[CH:32]=[CH:33][C:34]([CH3:37])=[CH:35][CH:36]=1 |^1:10|. Procedure: To a mixture of 1,2-dimethoxyethan (15 ml) and ethyleneglycol (40 ml) was added sodium (298 mg) in small portions. The mixture was stirred until the sodium was completely dissolved. Then DMF (15 ml), followed by 4-methyl-phenyl sulfamic acid-[6-chloro-5-(p-tolyl)-4-pyrimidinyl]-amide (1.0 g, Referential Example 14) was added. Stirring was continued for 4 days at 100° C. The mixture was evaporated and water (150 ml) was added to the residue followed by addition of acetic acid (1.0 ml). The precip... The reagents and catalysts are [C].[Pd] (palladium-carbon). The solvent is O1C(CCC1)CO (tetrahydrofuran-methanol). Reported procedure: 5% of palladium-carbon (including 50% water, 40 mg) was added to a solution of 3-(4-acetoxy-3,5-dimethylcinnamoylamino)-4-(2-chlorophenyl)-6,8-dimethylquinoline (200 mg) in tetrahydrofuran-methanol (1:1, 5 ml). The solution was catalytically reduced at room temperature under atmospheric pressure. After the reduction, the catalyst was removed and the filtrate was concentrated to give crystals of 3-[3-(4-acetoxy-3,5-dimethylphenyl) propionylamino]-4-(2-chlorophenyl)-6,8-dimethylquinoline. The crys... Reactants: C(C)(=O)OC1=C(C=C(C=CC(=O)NC=2C=NC3=C(C=C(C=C3C2C2=C(C=CC=C2)Cl)C)C)C=C1C)C (3-(4-acetoxy-3,5-dimethylcinnamoylamino)-4-(2-chlorophenyl)-6,8-dimethylquinoline). As a reaction SMILES: [C:1]([O:4][C:5]1[C:34]([CH3:35])=[CH:33][C:8]([CH:9]=[CH:10][C:11]([NH:13][C:14]2[CH:15]=[N:16][C:17]3[C:22]([C:23]=2[C:24]2[CH:29]=[CH:28][CH:27]=[CH:26][C:25]=2[Cl:30])=[CH:21][C:20]([CH3:31])=[CH:19][C:18]=3[CH3:32])=[O:12])=[CH:7][C:6]=1[CH3:36])(=[O:3])[CH3:2]>O1CCCC1CO.[C].[Pd]>[C:1]([O:4][C:5]1[C:6]([CH3:36])=[CH:7][C:8]([CH2:9][CH2:10][C:11]([NH:13][C:14]2[CH:15]=[N:16][C:17]3[C:22]([C:23]=2[C:24]2[CH:29]=[CH:28][CH:27]=[CH:26][C:25]=2[Cl:30])=[CH:21][C:20]([CH3:31])=[CH:19][C:18]=3[CH3:32])=[O:12])=[CH:33][C:34]=1[CH3:35])(=[O:3])[CH3:2] |f:2.3|. The product is C(C)(=O)OC1=C(C=C(C=C1C)CCC(=O)NC=1C=NC2=C(C=C(C=C2C1C1=C(C=CC=C1)Cl)C)C)C (3-[3-(4-acetoxy-3,5-dimethylphenyl) propionylamino]-4-(2-chlorophenyl)-6,8-dimethylquinoline). Reactants: ClC1=CC=C(C=C1)C(C=1C(=NN(C1C(=O)O)C1CC1)C(F)(F)F)NC1=CN(C(C(=C1)C)=O)C (4-((4-chlorophenyl)((1,5-dimethyl-6-oxo-1,6-dihydropyridin-3-yl)amino)methyl)-1-cyclopropyl-3-(trifluoromethyl)-1H-pyrazole-5-carboxylic acid). Solvent: C(Cl)Cl (CH2Cl2). The product is ClC1=CC=C(C=C1)C1N(C(C=2N(N=C(C21)C(F)(F)F)C2CC2)=O)C2=CN(C(C(=C2)C)=O)C (4-(4-chlorophenyl)-1-cyclopropyl-5-(1,5-dimethyl-6-oxo-1,6-dihydropyridin-3-yl)-3-(trifluoromethyl)-4,5-dihydropyrrolo[3,4-c]pyrazol-6(1H)-one). As a reaction SMILES: [Cl:1][C:2]1[CH:7]=[CH:6][C:5]([CH:8]([NH:24][C:25]2[CH:30]=[C:29]([CH3:31])[C:28](=[O:32])[N:27]([CH3:33])[CH:26]=2)[C:9]2[C:10]([C:20]([F:23])([F:22])[F:21])=[N:11][N:12]([CH:17]3[CH2:19][CH2:18]3)[C:13]=2[C:14](O)=[O:15])=[CH:4][CH:3]=1>C(Cl)Cl>[Cl:1][C:2]1[CH:7]=[CH:6][C:5]([CH:8]2[C:9]3[C:10]([C:20]([F:21])([F:22])[F:23])=[N:11][N:12]([CH:17]4[CH2:19][CH2:18]4)[C:13]=3[C:14](=[O:15])[N:24]2[C:25]2[CH:30]=[C:29]([CH3:31])[C:28](=[O:32])[N:27]([CH3:33])[CH:26]=2)=[CH:4][CH:3]=1. Procedure details: The title compound was prepared in analogy to the procedure described in Example 1 using 4-((4-chlorophenyl)((1,5-dimethyl-6-oxo-1,6-dihydropyridin-3-yl)amino)methyl)-1-cyclopropyl-3-(trifluoromethyl)-1H-pyrazole-5-carboxylic acid (Step 45.2). tR: 1.13 min (LC-MS 2); ESI-MS: 463 [M+H]+ (LC-MS 2); Rf=0.61 (CH2Cl2/5% MeOH); 1H NMR (400 MHz, DMSO-d6) δ ppm 1.07-1.17 (m, 2H) 1.27-1.40 (m, 2H) 1.89 (s, 3H) 3.32 (s, 3H) 3.95-4.05 (m, 1H) 6.24 (s, 1H) 7.21-7.40 (m, 5H) 7.69 (d, J=2.7 Hz, 1H). The reactants are C1(CC1)CN1C(=NC(=C1C(=O)N1CCC(CC1)N1CCCC1)I)C1=CC(=CC=C1)C(F)(F)F ([3-cyclopropylmethyl-5-iodo-2-(3-trifluoromethyl-phenyl)-3H-imidazol-4-yl]-(4-pyrrolidin-1-yl-piperidin-1-yl)-methanone), N1=CC=C(C=C1)B(O)O (pyridin-4-yl-boronic acid). Product: C1(CC1)CN1C(=NC(=C1C(=O)N1CCC(CC1)N1CCCC1)C1=CC=NC=C1)C1=CC(=CC=C1)C(F)(F)F ([3-Cyclopropylmethyl-5-pyridin-4-yl-2-(3-trifluoromethyl-phenyl)-3H-imidazol-4-yl]-(4-pyrrolidin-1-yl-piperidin-1-yl)-methanone). As a reaction SMILES: [CH:1]1([CH2:4][N:5]2[C:9]([C:10]([N:12]3[CH2:17][CH2:16][CH:15]([N:18]4[CH2:22][CH2:21][CH2:20][CH2:19]4)[CH2:14][CH2:13]3)=[O:11])=[C:8](I)[N:7]=[C:6]2[C:24]2[CH:29]=[CH:28][CH:27]=[C:26]([C:30]([F:33])([F:32])[F:31])[CH:25]=2)[CH2:3][CH2:2]1.[N:34]1[CH:39]=[CH:38][C:37](B(O)O)=[CH:36][CH:35]=1>>[CH:1]1([CH2:4][N:5]2[C:9]([C:10]([N:12]3[CH2:17][CH2:16][CH:15]([N:18]4[CH2:22][CH2:21][CH2:20][CH2:19]4)[CH2:14][CH2:13]3)=[O:11])=[C:8]([C:37]3[CH:38]=[CH:39][N:34]=[CH:35][CH:36]=3)[N:7]=[C:6]2[C:24]2[CH:29]=[CH:28][CH:27]=[C:26]([C:30]([F:33])([F:32])[F:31])[CH:25]=2)[CH2:3][CH2:2]1. Reported procedure: In analogy to the procedure described for example 7, [3-cyclopropylmethyl-5-iodo-2-(3-trifluoromethyl-phenyl)-3H-imidazol-4-yl]-(4-pyrrolidin-1-yl-piperidin-1-yl)-methanone (example 56) was reacted with pyridin-4-yl-boronic acid to give the title compound light yellow amorphous solid. MS: 524.5 (MH+). The reactants are C(C1=CC=CC=C1)(C1=CC=CC=C1)(C1=CC=CC=C1)N[C@@H](C(C)C)C(=O)O (N-trityl-L-valine), C(C=C)C(CO)CO (2-allyl-1,3-propandiol), N,N-dimethylamino pyridine, C1CCC(CC1)N=C=NC2CCCCC2 (DCC). The solvent is ClCCl (dichloromethane). Product: C(C1=CC=CC=C1)(C1=CC=CC=C1)(C1=CC=CC=C1)N[C@@H](C(C)C)C(=O)OCC(CO)CC=C (1-O-(N-trityl-L-valyl)-2-allyl-1,3-propandiol). Isolated yield 66.1%. RXN SMILES: [C:1]([NH:20][C@H:21]([C:25]([OH:27])=[O:26])[CH:22]([CH3:24])[CH3:23])([C:14]1[CH:19]=[CH:18][CH:17]=[CH:16][CH:15]=1)([C:8]1[CH:13]=[CH:12][CH:11]=[CH:10][CH:9]=1)[C:2]1[CH:7]=[CH:6][CH:5]=[CH:4][CH:3]=1.[CH2:28]([CH:31]([CH2:34]O)[CH2:32][OH:33])[CH:29]=[CH2:30].C1CCC(N=C=NC2CCCCC2)CC1>ClCCl>[C:1]([NH:20][C@H:21]([C:25]([O:27][CH2:34][CH:31]([CH2:28][CH:29]=[CH2:30])[CH2:32][OH:33])=[O:26])[CH:22]([CH3:23])[CH3:24])([C:8]1[CH:13]=[CH:12][CH:11]=[CH:10][CH:9]=1)([C:14]1[CH:15]=[CH:16][CH:17]=[CH:18][CH:19]=1)[C:2]1[CH:3]=[CH:4][CH:5]=[CH:6][CH:7]=1. Procedure details: To a solution of N-trityl-L-valine (5.5 g, 15.2 mmole), 2-allyl-1,3-propandiol (4.4 g, 38 mmol), N,N-dimethylamino pyridine (183 mg, 1.5 mmol) in dichloromethane (120 ml) was added DCC (3.5 g, 16.7 mmol). The reaction was kept under reflux overnight. After filtration through Celite, the organic phase was washed with sodium hydrogen carbonate aqueous solution and dried. Silica gel column chromatography gave 4.6 g intermediate 1-O-(N-trityl-L-valyl)-2-allyl-1,3-propandiol. Starting materials: C(C)(C)OC1=C(C=C(C=C1)[N+](=O)[O-])Br (2-isopropoxy-5-nitrobromobenzene). The reagents and catalysts are [Pt]=O (Platinum oxide). Run in C(C)(=O)OCC (ethyl acetate). Conditions: time 1 hour. Yields the product BrC=1C=C(N)C=CC1OC(C)C (3-Bromo-4isopropoxyaniline). The yield is 61.5%. As a reaction SMILES: [CH:1]([O:4][C:5]1[CH:10]=[CH:9][C:8]([N+:11]([O-])=O)=[CH:7][C:6]=1[Br:14])([CH3:3])[CH3:2]>C(OCC)(=O)C.[Pt]=O>[Br:14][C:6]1[CH:7]=[C:8]([CH:9]=[CH:10][C:5]=1[O:4][CH:1]([CH3:3])[CH3:2])[NH2:11]. Procedure details: Platinum oxide (50 mg) was added to a solution of 2-isopropoxy-5-nitrobromobenzene (1.7 g, 6.5 mmol) in ethyl acetate (50 ml) and the mixture was stirred under hydrogen (50 psi) for 1 hour. The mixture was filtered, further platinum oxide (50 mg) was added and the mixture was stirred under hydrogen (50 psi) for 1 hour. The mixture was filtered and the solvent was evaporated under reduced pressure. The residue was purified by flash chromatography, eluting with hexane/EtOAc (80:20), to give the ti... Reactants: COc1cccc2ccoc12, Cl, [I-], [Li+], Cc1cc(C)nc(C)c1. Yields the product Oc1cccc2ccoc12. Reaction SMILES: [CH3:1][O:2][c:3]1[cH:4][cH:5][cH:6][c:7]2[cH:8][cH:9][o:10][c:11]12.[ClH:14].[I-:12].[Li+:13].[n:15]1[c:16]([CH3:17])[cH:18][c:19]([CH3:20])[cH:21][c:22]1[CH3:23]>>[OH:2][c:3]1[cH:4][cH:5][cH:6][c:7]2[cH:8][cH:9][o:10][c:11]12. Reactants: O=CC1=CC(OC)=C(O)C=C1 (Vanillin), ClCC1=CC=CC=C1 (α-chloro-toluene), [OH-].[Na+] (Sodium hydroxide). Solvent: O (water). Yields the product C(C1=CC=CC=C1)OC1=C(C=C(C=O)C=C1)OC (4-(Benzyloxy)-3-Methoxy-Benzaldehyde). Reaction SMILES: [OH-].[Na+].[O:3]=[CH:4][C:5]1[CH:13]=[CH:12][C:10]([OH:11])=[C:7]([O:8][CH3:9])[CH:6]=1.Cl[CH2:15][C:16]1[CH:21]=[CH:20][CH:19]=[CH:18][CH:17]=1>O>[CH2:15]([O:11][C:10]1[CH:12]=[CH:13][C:5]([CH:4]=[O:3])=[CH:6][C:7]=1[O:8][CH3:9])[C:16]1[CH:21]=[CH:20][CH:19]=[CH:18][CH:17]=1 |f:0.1|. Procedure: Sodium hydroxide (2.4 g) is dissolved in water (50 mL) by stirring. Vanillin (7.60 g, 0.05 mol) and α-chloro-toluene (7.60 g, 0.06 mol) are added and the reaction mixture is heated at reflux with stirring for 16 hours. The product is extracted from the aqueous mixture using methylene chloride (10 mL). When the solvent is removed under vacuum an oil results which crystallizes when treated with isopropyl alcohol and stirred. Mass spectrometry supports the following structure: ##STR17##